This data is from the Open Reaction Database (ORD), a public repository of structured organic reaction records. The task is: describe an organic reaction: reactants, conditions, products, and yield Reactants: ClC1=C(C(=NC=N1)OC1CCN(CC1)C(=O)OC(C)C)OC (isopropyl 4-(6-chloro-5-methoxypyrimidin-4-yloxy)piperidine-1-carboxylate), BrC1=CC(=C(C(=N1)C)N)C (6-bromo-2,4-dimethylpyridin-3-amine), C(C(C)C)N1P2N(CCN(CC1)CCN2CC(C)C)CC(C)C (2,8,9-triisobutyl-2,5,8,9-tetraaza-1-phospha-bicyclo[3.3.3]undecane), O([Na])C(C)(C)C (NaO-t-Bu). The reagents and catalysts are CC(=O)[O-].CC(=O)[O-].[Pd+2] (Pd(OAc)2). The solvent is O (H2O), O1CCOCC1 (dioxane). Run at temperature 150 celsius. The product is BrC1=CC(=C(C(=N1)C)NC1=C(C(=NC=N1)OC1CCN(CC1)C(=O)OC(C)C)OC)C (isopropyl 4-(6-(6-bromo-2,4-dimethylpyridin-3-ylamino)-5-methoxy pyrimidin-4-yloxy)piperidine-1-carboxylate). As a reaction SMILES: Cl[C:2]1[N:7]=[CH:6][N:5]=[C:4]([O:8][CH:9]2[CH2:14][CH2:13][N:12]([C:15]([O:17][CH:18]([CH3:20])[CH3:19])=[O:16])[CH2:11][CH2:10]2)[C:3]=1[O:21][CH3:22].[Br:23][C:24]1[N:29]=[C:28]([CH3:30])[C:27]([NH2:31])=[C:26]([CH3:32])[CH:25]=1.C(N1CCN2CCN(CC(C)C)P1N(CC(C)C)CC2)C(C)C.O(C(C)(C)C)[Na]>O1CCOCC1.CC([O-])=O.CC([O-])=O.[Pd+2].O>[Br:23][C:24]1[N:29]=[C:28]([CH3:30])[C:27]([NH:31][C:2]2[N:7]=[CH:6][N:5]=[C:4]([O:8][CH:9]3[CH2:14][CH2:13][N:12]([C:15]([O:17][CH:18]([CH3:20])[CH3:19])=[O:16])[CH2:11][CH2:10]3)[C:3]=2[O:21][CH3:22])=[C:26]([CH3:32])[CH:25]=1 |f:5.6.7|. Procedure: To a solution of isopropyl 4-(6-chloro-5-methoxypyrimidin-4-yloxy)piperidine-1-carboxylate (2.0 g, 6.1 mmol) in 10 ml of dioxane, were added 6-bromo-2,4-dimethylpyridin-3-amine (1.0 g, 5.1 mmol), 2,8,9-triisobutyl-2,5,8,9-tetraaza-1-phospha-bicyclo[3.3.3]undecane (0.35 g, 1.0 mmol), Pd(OAc)2 (0.11 g, 0.51 mmol), and NaO-t-Bu (1.2 g, 12 mmol) at an ambient temperature. The reaction was heated to 150° C. for 3 hrs. The reaction was cooled to room temperature and poured into H2O. The organics were ... Starting materials: CN1C=CC(C2=CC=CC=C12)=O (1-Methyl-4-quinolone), ClS(=O)(=O)O (chlorosulphonic acid). The solvent is ice. The product is CN1C=C(C(C2=CC=CC=C12)=O)S(=O)(=O)Cl (1-methyl-4-oxo-1,4-dihydroquinoline-3-sulphonyl chloride). As a reaction SMILES: [CH3:1][N:2]1[C:11]2[C:6](=[CH:7][CH:8]=[CH:9][CH:10]=2)[C:5](=[O:12])[CH:4]=[CH:3]1.[Cl:13][S:14](O)(=[O:16])=[O:15]>>[CH3:1][N:2]1[C:11]2[C:6](=[CH:7][CH:8]=[CH:9][CH:10]=2)[C:5](=[O:12])[C:4]([S:14]([Cl:13])(=[O:16])=[O:15])=[CH:3]1. Procedure: 1-Methyl-4-quinolone (2 g) was heated with chlorosulphonic acid (5 ml) at 125° for 2.5 hours. The reaction mixture was cooled to room temperature and then carefully poured onto crushed ice (300 ml). The precipitated solid was collected by filtration and then dried to give the novel compound 1-methyl-4-oxo-1,4-dihydroquinoline-3-sulphonyl chloride, m.p. 313°-315°. Starting materials: Cc1ccccc1, CCOC(C)=O, O=C1c2c(c(OS(=O)(=O)C(F)(F)F)c3cccnc3c2OC(c2ccccc2)c2ccccc2)CN1Cc1ccc(F)cc1, OB(O)c1cccnc1F, [K+], [K+], O=C([O-])[O-]. Yields the product O=C1c2c(c(-c3cccnc3F)c3cccnc3c2OC(c2ccccc2)c2ccccc2)CN1Cc1ccc(F)cc1. RXN SMILES: [CH3:61][c:62]1[cH:63][cH:64][cH:65][cH:66][cH:67]1.[CH3:68][CH2:69][O:70][C:71]([CH3:72])=[O:73].[CH:1]([c:2]1[cH:3][cH:4][cH:5][cH:6][cH:7]1)([c:8]1[cH:9][cH:10][cH:11][cH:12][cH:13]1)[O:14][c:15]1[c:16]2[c:17]([c:18]([O:25][S:26]([C:27]([F:28])([F:29])[F:30])(=[O:31])=[O:32])[c:19]3[cH:20][cH:21][cH:22][n:23][c:24]13)[CH2:33][N:34]([CH2:37][c:38]1[cH:39][cH:40][c:41]([F:44])[cH:42][cH:43]1)[C:35]2=[O:36].[F:51][c:52]1[n:53][cH:54][cH:55][cH:56][c:57]1[B:58]([OH:59])[OH:60].[K+:45].[K+:46].[O-:47][C:48]([O-:49])=[O:50]>>[CH:1]([c:2]1[cH:3][cH:4][cH:5][cH:6][cH:7]1)([c:8]1[cH:9][cH:10][cH:11][cH:12][cH:13]1)[O:14][c:15]1[c:16]2[c:17]([c:18](-[c:57]3[c:52]([F:51])[n:53][cH:54][cH:55][cH:56]3)[c:19]3[cH:20][cH:21][cH:22][n:23][c:24]13)[CH2:33][N:34]([CH2:37][c:38]1[cH:39][cH:40][c:41]([F:44])[cH:42][cH:43]1)[C:35]2=[O:36]. The reactants are CCOc1cc(C(C)(C)C)ncc1C1=NC(C)(c2ccc(Cl)cc2)C(C)(c2ccc(Cl)cc2)N1C(=O)Cl, N#CCCCN1CCNCC1. Product: CCOc1cc(C(C)(C)C)ncc1C1=NC(C)(c2ccc(Cl)cc2)C(C)(c2ccc(Cl)cc2)N1C(=O)N1CCN(CCCC#N)CC1. RXN SMILES: [C:1]([CH3:2])([CH3:3])([CH3:4])[c:5]1[cH:6][c:7]([O:35][CH2:36][CH3:37])[c:8]([C:11]2=[N:15][C:14]([CH3:16])([c:17]3[cH:18][cH:19][c:20]([Cl:23])[cH:21][cH:22]3)[C:13]([CH3:24])([c:25]3[cH:26][cH:27][c:28]([Cl:31])[cH:29][cH:30]3)[N:12]2[C:32](=[O:33])[Cl:34])[cH:9][n:10]1.[N:38]1([CH2:44][CH2:45][CH2:46][C:47]#[N:48])[CH2:39][CH2:40][NH:41][CH2:42][CH2:43]1>>[C:1]([CH3:2])([CH3:3])([CH3:4])[c:5]1[cH:6][c:7]([O:35][CH2:36][CH3:37])[c:8]([C:11]2=[N:15][C:14]([CH3:16])([c:17]3[cH:18][cH:19][c:20]([Cl:23])[cH:21][cH:22]3)[C:13]([CH3:24])([c:25]3[cH:26][cH:27][c:28]([Cl:31])[cH:29][cH:30]3)[N:12]2[C:32](=[O:33])[N:41]2[CH2:40][CH2:39][N:38]([CH2:44][CH2:45][CH2:46][C:47]#[N:48])[CH2:43][CH2:42]2)[cH:9][n:10]1. Reactants: ClCCl (dichloromethane), crude product, O1C(=NC2=C1C=CC=C2)N2[C@@H](CCCC2)C(=O)N[C@@H]2CNCC2 ((2S)-1-(1,3-benzoxazol-2-yl)-N2-[(3S)-pyrrolidin-3-yl]-2-piperidinecarboxamide), BrCC(=O)N (2-bromoacetamide). Solvent: CO (methanol). Product: title compound, N (ammonia), NC(=O)CN1C[C@H](CC1)NC(=O)[C@H]1N(CCCC1)C=1OC2=C(N1)C=CC=C2 ((2S)-N2-[(3S)-1-((aminocarbonyl)methyl)pyrrolidin-3-yl]-1-(1,3-benzoxazol-2-yl)-2-piperidinecarboxamide). As a reaction SMILES: [O:1]1[C:5]2[CH:6]=[CH:7][CH:8]=[CH:9][C:4]=2[N:3]=[C:2]1[N:10]1[CH2:15][CH2:14][CH2:13][CH2:12][C@H:11]1[C:16]([NH:18][C@H:19]1[CH2:23][CH2:22][NH:21][CH2:20]1)=[O:17].Br[CH2:25][C:26]([NH2:28])=[O:27].ClCCl>CO>[NH3:3].[NH2:28][C:26]([CH2:25][N:21]1[CH2:22][CH2:23][C@H:19]([NH:18][C:16]([C@@H:11]2[CH2:12][CH2:13][CH2:14][CH2:15][N:10]2[C:2]2[O:1][C:5]3[CH:6]=[CH:7][CH:8]=[CH:9][C:4]=3[N:3]=2)=[O:17])[CH2:20]1)=[O:27]. Reported procedure: The title compound was prepared by a similar method to Example 5 from (2S)-1-(1,3-benzoxazol-2-yl)-N2-[(3S)-pyrrolidin-3-yl]-2-piperidinecarboxamide [see Example 4] and 2-bromoacetamide. The crude product was purifies by column chromotography on silica gel eluting with a solvent gradient of 93:7:1, changing to 90:10:1, by volume, dichloromethane:methanol:0.88 aqueous ammonia solution to afford (2S)-N2-[(3S)-1-((aminocarbonyl)methyl)pyrrolidin-3-yl]-1-(1,3-benzoxazol-2-yl)-2-piperidinecarboxamide... As a reaction SMILES: C[O:2][C:3]([C:5]1[CH:10]=[N:9][C:8]([O:11][C:12]2[CH:13]=[C:14]([CH3:28])[C:15]3[CH:19]([CH2:20][C:21]([O:23][CH2:24][CH3:25])=[O:22])[O:18][B:17]([OH:26])[C:16]=3[CH:27]=2)=[CH:7][N:6]=1)=[O:4].[Li+].[OH-].Cl>C1COCC1.O>[CH2:24]([O:23][C:21]([CH2:20][CH:19]1[O:18][B:17]([OH:26])[C:16]2[CH:27]=[C:12]([O:11][C:8]3[N:9]=[CH:10][C:5]([C:3]([OH:4])=[O:2])=[N:6][CH:7]=3)[CH:13]=[C:14]([CH3:28])[C:15]1=2)=[O:22])[CH3:25] |f:1.2|. Yield: 45.2%. Conditions: time 1 hour. Reported procedure: To a solution of 5-(3-ethoxycarbonylmethyl-1-hydroxy-4-methyl-1,3-dihydro-benzo[c][1,2]oxaborol-6-yloxy)-pyrazine-2-carboxylic acid methyl ester (2.15 g, 11.3 mmol) in THF (42 mL) was added LiOH (0.47 g, 22.6 mmol) in water (21 mL). The mixture was stirred at room temperature for 1 h and acidified by 1N HCl to pH 3. The mixture was extracted by ethyl acetate, and the organic layer was washed with water and brine, dried from Na2SO4 and concentrated. The residue was purified by column chromatograp... The solvent is C1CCOC1 (THF), O (water). The reactants are Cl (HCl), COC(=O)C1=NC=C(N=C1)OC=1C=C(C2=C(B(OC2CC(=O)OCC)O)C1)C (5-(3-ethoxycarbonylmethyl-1-hydroxy-4-methyl-1,3-dihydro-benzo[c][1,2]oxaborol-6-yloxy)-pyrazine-2-carboxylic acid methyl ester), [Li+].[OH-] (LiOH). Yields the product C(C)OC(=O)CC1C2=C(B(O1)O)C=C(C=C2C)OC=2N=CC(=NC2)C(=O)O (5-(3-Ethoxycarbonylmethyl-1-hydroxy-4-methyl-1,3-dihydro-benzo[c][1,2]oxaborol-6-yloxy)-pyrazine-2-carboxylic acid).